This data is from the Open Reaction Database (ORD), a public repository of structured organic reaction records. The task is: describe an organic reaction: reactants, conditions, products, and yield The reactants are Cl (hydrochloric acid), [H-].[Na+] (sodium hydride), CN(C1=CC=C(C(=O)OCC)C=C1)C (ethyl 4-dimethylaminobenzoate), CC(C(C)(C)C)=O (pinacolone). Solvent: O1CCCC1 (tetrahydrofuran). Conditions: time 3 hour. The product is CN(C1=CC=C(C=C1)C(CC(C(C)(C)C)=O)=O)C (1-(4-dimethylaminophenyl)-4,4-dimethylpentane-1,3-dione). Yield: 70.0%. As a reaction SMILES: [H-].[Na+].[CH3:3][N:4]([CH3:16])[C:5]1[CH:15]=[CH:14][C:8]([C:9]([O:11]CC)=O)=[CH:7][CH:6]=1.[CH3:17][C:18](=[O:23])[C:19]([CH3:22])([CH3:21])[CH3:20].Cl>O1CCCC1>[CH3:16][N:4]([CH3:3])[C:5]1[CH:6]=[CH:7][C:8]([C:9](=[O:11])[CH2:17][C:18](=[O:23])[C:19]([CH3:22])([CH3:21])[CH3:20])=[CH:14][CH:15]=1 |f:0.1|. Reported procedure: Into a 100 ml three-necked flask equipped with a stirrer, a dropping funnel, a reflux condenser, and a nitogen-inlet tube, were charged 2.08 gm (31 mmol) of 60% sodium hydride and 5.0 gm (26 mmol) of ethyl 4-dimethylaminobenzoate. The mixture was dispersed in 40 ml of tetrahydrofuran and heated under refluxing. To the mixture was dropwise added 3.0 gm (30 mmol) of pinacolone and the mixture was heated with stirring for 3 hours. After cooling, 50 ml of 1N hydrochloric acid was added to the reacti...